This data is from the Open Reaction Database (ORD), a public repository of structured organic reaction records. The task is: describe an organic reaction: reactants, conditions, products, and yield The reactants are Brc1ccc(Br)c2ccccc12, C1CCOC1, Cl, I, [Mg], O=C=O, O. Yields the product O=C(O)c1ccc(Br)c2ccccc12. Reaction SMILES: [Br:1][c:2]1[cH:3][cH:4][c:5]([Br:12])[c:6]2[cH:7][cH:8][cH:9][cH:10][c:11]12.[CH2:19]1[O:20][CH2:21][CH2:22][CH2:23]1.[ClH:18].[I:14].[Mg:13].[O:15]=[C:16]=[O:17].[OH2:24]>>[c:2]1([C:16](=[O:15])[OH:17])[cH:3][cH:4][c:5]([Br:12])[c:6]2[cH:7][cH:8][cH:9][cH:10][c:11]12. The reactants are CC(C)Oc1cccc(Br)c1, [Li]CCCC, CCN1CCC(=O)CC1, CCCCCC, Cl, C1CCOC1. Yields the product CCN1CCC(O)(c2cccc(OC(C)C)c2)CC1. As a reaction SMILES: [Br:1][c:2]1[cH:3][c:4]([O:8][CH:9]([CH3:10])[CH3:11])[cH:5][cH:6][cH:7]1.[CH2:12]([Li:13])[CH2:14][CH2:15][CH3:16].[CH2:17]([CH3:18])[N:19]1[CH2:20][CH2:21][C:22](=[O:25])[CH2:23][CH2:24]1.[CH3:32][CH2:33][CH2:34][CH2:35][CH2:36][CH3:37].[ClH:26].[O:27]1[CH2:28][CH2:29][CH2:30][CH2:31]1>>[c:2]1([C:22]2([OH:25])[CH2:21][CH2:20][N:19]([CH2:17][CH3:18])[CH2:24][CH2:23]2)[cH:3][c:4]([O:8][CH:9]([CH3:10])[CH3:11])[cH:5][cH:6][cH:7]1. The reactants are C1(\C=C/C(=O)O1)=O (Maleic Anhydride), C12C=CC(CC1)C2 (2-Norbornene), C(CCC)C1C2C=CC(C1)C2 (5-Butyl-2-norbornene), CC(C)(C#N)N=NC(C)(C)C#N (AIBN). The solvent is C1CCOC1 (THF). Run at temperature 70 celsius, time 20.5 hour. Yields the product C1(\C=C/C(=O)O1)=O.C12C=CC(CC1)C2.C(CCC)C1C2C=CC(C1)C2 (MA NB BuNB). Isolated yield 112.9%. As a reaction SMILES: [C:1]1(=[O:7])[O:6][C:4](=[O:5])[CH:3]=[CH:2]1.[CH:8]12[CH2:14][CH:11]([CH2:12][CH2:13]1)[CH:10]=[CH:9]2.[CH2:15]([CH:19]1[CH2:24][CH:23]2[CH2:25][CH:20]1[CH:21]=[CH:22]2)[CH2:16][CH2:17][CH3:18].CC(N=NC(C#N)(C)C)(C#N)C>C1COCC1>[C:4]1(=[O:5])[O:6][C:1](=[O:7])[CH:2]=[CH:3]1.[CH:8]12[CH2:14][CH:11]([CH2:12][CH2:13]1)[CH:10]=[CH:9]2.[CH2:15]([CH:19]1[CH2:24][CH:23]2[CH2:25][CH:20]1[CH:21]=[CH:22]2)[CH2:16][CH2:17][CH3:18] |f:5.6.7|. Procedure: Maleic Anhydride (MA, 7.4 g, 75.0 mmol), 2-Norbornene (NB, 3.5 g, 37.5 mmol), 5-Butyl-2-norbornene (BuNB, 5.6 g, 37.5 mmol) and AIBN (1.2 g, 7.5 mmol) was dissolved in THF (23.6 g) and charged to an appropriately sized reaction vessel. The solution was sparged with nitrogen for 10 min to remove oxygen and then heated to 70° C. The mixture was allowed to stir at 70° C. for 20.5 hr, after which the solution was cooled to room temperature. The reaction mixture was diluted with 20 g of THF and added... Starting materials: Mg, Mg, BrCCCCCCCC (1-bromooctane), Grignard reagent, BrC1=CC=C(C=O)C=C1 (p-bromobenzaldehyde). Run in C(C)OCC (diethyl ether), CCOCC (ether), C(C)OCC (diethyl ether), C1CCOC1 (THF), C1CCOC1 (THF). Conditions: time 0.5 hour. The product is BrC1=CC=C(C=C1)C(CCCCCCCC)O (1-(p-bromophenyl)-1-nonanol). Isolated yield 56.8%. As a reaction SMILES: Br[CH2:2][CH2:3][CH2:4][CH2:5][CH2:6][CH2:7][CH2:8][CH3:9].[Br:10][C:11]1[CH:18]=[CH:17][C:14]([CH:15]=[O:16])=[CH:13][CH:12]=1>CCOCC.C1COCC1>[Br:10][C:11]1[CH:18]=[CH:17][C:14]([CH:15]([OH:16])[CH2:2][CH2:3][CH2:4][CH2:5][CH2:6][CH2:7][CH2:8][CH3:9])=[CH:13][CH:12]=1. Reported procedure: In a 100 ml round bottom flask with a Y-adapter, condensor, and a 10 ml addition funnel was added 0.38 g (15.63 mmol) of Mg turnings which had been ground with a mortar and pestle. The apparatus was then flushed with argon and flamed dried. After allowing the apparatus to cool under argon, 4 ml of anhydrous diethyl ether was added to the Mg. While vigorously stirring the Mg in the ether, 2.52 g (13.05 mmol) of 1-bromooctane in 3 ml of diethyl ether was added dropwise. After 5 drops, the Grignard... Reaction conditions: time 1 hour. Reactants: CC(C)(C)C1=NC=C(C=N1)C(C(=O)OCC)=O (ethyl 2-[2-(1,1-dimethylethyl)pyrimidin-5-yl]-2-oxo-acetate), solution, C(CCC)[Li] (n-butyl lithium), [I-].C(C)(C)[P+](C1=CC=CC=C1)(C1=CC=CC=C1)C1=CC=CC=C1 (isopropyltriphenylphosphonium iodide), O (water). Reported procedure: A 2.5 molar solution of n-butyl lithium in hexanes (5.5 cm3) was added in portions to a suspension of isopropyltriphenylphosphonium iodide (6 g) in dry diethyl ether, whilst the temperature was maintained between -10° and -20° C. After stirring for 1 hour at this temperature, a solution of ethyl 2-[2-(1,1-dimethylethyl)pyrimidin-5-yl]-2-oxo-acetate (3 g) in dry diethyl ether (15 cm3) was added in portions. The stirred reaction mixture was allowed to warm to the ambient temperature, and allowed t... As a reaction SMILES: [CH2:1]([Li])[CH2:2][CH2:3]C.[I-].C([P+](C1C=CC=CC=1)(C1C=CC=CC=1)C1C=CC=CC=1)(C)C.[CH3:29][C:30]([C:33]1[N:38]=[CH:37][C:36]([C:39](=O)[C:40]([O:42][CH2:43][CH3:44])=[O:41])=[CH:35][N:34]=1)([CH3:32])[CH3:31].O>C(OCC)C.CCCCCC>[CH3:29][C:30]([C:33]1[N:38]=[CH:37][C:36]([C:39](=[C:2]([CH3:3])[CH3:1])[C:40]([O:42][CH2:43][CH3:44])=[O:41])=[CH:35][N:34]=1)([CH3:32])[CH3:31] |f:1.2|. Product: CC(C)(C)C1=NC=C(C=N1)C(C(=O)OCC)=C(C)C (ethyl 2-[2-(1,1-dimethylethyl)pyrimidin-5-yl]-3-methylbut-2-enoate). Solvent: C(C)OCC (diethyl ether), hexanes, C(C)OCC (diethyl ether), CCCCCC (hexane). The reactants are C(CCC)C=1NC2=CC=C(C=C2C(N1)=O)C=O (2-butyl-1,4-dihydro-4-oxo-6-quinazolinecarboxaldehyde), C(=C)[Mg]Br (vinylmagnesium bromide). The solvent is O1CCCC1 (tetrahydrofuran), O1CCCC1 (tetrahydrofuran). Reaction conditions: temperature 0 celsius, time 30 minute. Yields the product C(CCC)C=1NC2=CC=C(C=C2C(N1)=O)C(C=C)O (2-Butyl-6-(1-hydroxy-2-propenyl)-4(1H)-quinazolinone). As a reaction SMILES: [CH2:1]([C:5]1[NH:6][C:7]2[C:12]([C:13](=[O:15])[N:14]=1)=[CH:11][C:10]([CH:16]=[O:17])=[CH:9][CH:8]=2)[CH2:2][CH2:3][CH3:4].[CH:18]([Mg]Br)=[CH2:19]>O1CCCC1>[CH2:1]([C:5]1[NH:6][C:7]2[C:12]([C:13](=[O:15])[N:14]=1)=[CH:11][C:10]([CH:16]([OH:17])[CH:18]=[CH2:19])=[CH:9][CH:8]=2)[CH2:2][CH2:3][CH3:4]. Procedure: To a solution of 10.00 g of 2-butyl-1,4-dihydro-4-oxo-6-quinazolinecarboxaldehyde in 350 ml of tetrahydrofuran, cooled to 0° C. is added 130.43 ml of 1.0M vinylmagnesium bromide in tetrahydrofuran over 15 minutes. The reaction mixture is stirred at 0° C. for 30 minutes. The reaction mixture is quenched at 0° C. with 50 ml of saturated ammonium chloride solution and extracted with ethyl acetate. The organic layer is dried (Na2SO4) and concentrated in vacuo to afford a residue which is purified by...